From a dataset of the Open Reaction Database (ORD), a public repository of structured organic reaction records. describe an organic reaction: reactants, conditions, products, and yield Reactants: Oc1cc(F)ccc1Br, O=C([O-])[O-], CN(C)C=O, CI, [K+], [K+], O. The product is COc1cc(F)ccc1Br. As a reaction SMILES: [Br:1][c:2]1[c:3]([OH:9])[cH:4][c:5]([F:8])[cH:6][cH:7]1.[C:10](=[O:11])([O-:12])[O-:13].[CH3:19][N:20]([CH3:21])[CH:22]=[O:23].[I:16][CH3:17].[K+:14].[K+:15].[OH2:18]>>[Br:1][c:2]1[c:3]([O:9][CH3:10])[cH:4][c:5]([F:8])[cH:6][cH:7]1. The reactants are NC1=NC=CC=C1OCC1=C(C=CC=C1F)Cl (2-amino-3-(2-chloro-6-fluorobenzyloxy)pyridine), Cl.C1(=CC=CC=C1)CC(OCC)=N (ethyl phenylacetimidate hydrochloride). Run in C(C)O (ethanol). Product: Cl.ClC1=C(COC=2C(=NC=CC2)NC(CC2=CC=CC=C2)=N)C(=CC=C1)F (N-(3-(2-Chloro-6-fluorobenzyloxy)-2-pyridyl)phenyl-acetamidine hydrochloride). Isolated yield 37.7%. RXN SMILES: [NH2:1][C:2]1[C:7]([O:8][CH2:9][C:10]2[C:15]([F:16])=[CH:14][CH:13]=[CH:12][C:11]=2[Cl:17])=[CH:6][CH:5]=[CH:4][N:3]=1.Cl.[C:19]1([CH2:25][C:26](=[NH:30])OCC)[CH:24]=[CH:23][CH:22]=[CH:21][CH:20]=1>C(O)C>[ClH:17].[Cl:17][C:11]1[CH:12]=[CH:13][CH:14]=[C:15]([F:16])[C:10]=1[CH2:9][O:8][C:7]1[C:2]([NH:1][C:26](=[NH:30])[CH2:25][C:19]2[CH:24]=[CH:23][CH:22]=[CH:21][CH:20]=2)=[N:3][CH:4]=[CH:5][CH:6]=1 |f:1.2,4.5|. Reported procedure: A mixture of 2-amino-3-(2-chloro-6-fluorobenzyloxy)pyridine (5.05 g, 20 mmol) and ethyl phenylacetimidate hydrochloride (4.39 g, 22 mmol) in ethanol (80 ml) was heated under reflux for 2 hours. Evaporation of the solvent gave an oil which was purified by flash chromatography (chloroform/methanol) and recrystallisation from ethanol/ether to obtain the product (1.53 g), m.p. 115°-123° C. Reactants: COC(C(C1=CC=C(C=C1)OCCOCCOC1=CC=CC=C1)=O)=O (4-[[2-[[2-(phenoxy)ethyl]oxy]ethyl]oxy]-alpha-oxobenzeneacetic acid methyl ester). Solvent: CO (methanol), [OH-].[Na+] (sodium hydroxide). Product: O(C1=CC=CC=C1)CCOCCOC1=CC=C(C=C1)C(C(=O)O)=O (4-[[2-[[2-(phenoxy)ethyl]oxy]ethyl]oxy]-alpha-oxobenzeneacetic acid). The yield is 89.4%. As a reaction SMILES: C[O:2][C:3](=[O:25])[C:4](=[O:24])[C:5]1[CH:10]=[CH:9][C:8]([O:11][CH2:12][CH2:13][O:14][CH2:15][CH2:16][O:17][C:18]2[CH:23]=[CH:22][CH:21]=[CH:20][CH:19]=2)=[CH:7][CH:6]=1>CO.[OH-].[Na+]>[O:17]([CH2:16][CH2:15][O:14][CH2:13][CH2:12][O:11][C:8]1[CH:7]=[CH:6][C:5]([C:4](=[O:24])[C:3]([OH:25])=[O:2])=[CH:10][CH:9]=1)[C:18]1[CH:19]=[CH:20][CH:21]=[CH:22][CH:23]=1 |f:2.3|. Reported procedure: A mixture of 4-[[2-[[2-(phenoxy)ethyl]oxy]ethyl]oxy]-alpha-oxobenzeneacetic acid methyl ester (0.7 g) in methanol and 0.5N sodium hydroxide (8 mL) was treated as in Example 19. Extraction provided solids which were crystallized from benzene-hexane to give 0.6 g of colorless 4-[[2-[[2-(phenoxy)ethyl]oxy]ethyl]oxy]-alpha-oxobenzeneacetic acid, mp 58°-59° C. Reactants: CC1=NC2=CC=C(C=C2C(N1C1=CC=C(C=C1)OCCCN1CCCCC1)=O)Br (2-methyl-6-bromo-3-{4-[3-(1-piperidinyl)propoxy]phenyl}-4(3H)-quinazolinone), C1(=CC=CC=C1)B(O)O (phenylboronic acid), C([O-])([O-])=O.[Na+].[Na+] (sodium carbonate). The solvent is C(OC)COC (dimethoxyethane). Reaction conditions: temperature 80 celsius, time 3 hour. Yields the product CC1=NC2=CC=C(C=C2C(N1C1=CC=C(C=C1)OCCCN1CCCCC1)=O)C1=CC=CC=C1 (2-methyl-6-phenyl-3-{4-[3-(1-piperidinyl)propoxy]phenyl}-4(3H)-quinazolinone). RXN SMILES: [CH3:1][C:2]1[N:11]([C:12]2[CH:17]=[CH:16][C:15]([O:18][CH2:19][CH2:20][CH2:21][N:22]3[CH2:27][CH2:26][CH2:25][CH2:24][CH2:23]3)=[CH:14][CH:13]=2)[C:10](=[O:28])[C:9]2[C:4](=[CH:5][CH:6]=[C:7](Br)[CH:8]=2)[N:3]=1.[C:30]1(B(O)O)[CH:35]=[CH:34][CH:33]=[CH:32][CH:31]=1.C(=O)([O-])[O-].[Na+].[Na+]>C(COC)OC>[CH3:1][C:2]1[N:11]([C:12]2[CH:17]=[CH:16][C:15]([O:18][CH2:19][CH2:20][CH2:21][N:22]3[CH2:27][CH2:26][CH2:25][CH2:24][CH2:23]3)=[CH:14][CH:13]=2)[C:10](=[O:28])[C:9]2[C:4](=[CH:5][CH:6]=[C:7]([C:30]3[CH:35]=[CH:34][CH:33]=[CH:32][CH:31]=3)[CH:8]=2)[N:3]=1 |f:2.3.4|. Reported procedure: 2-methyl-6-bromo-3-{4-[3-(1-piperidinyl)propoxy]phenyl}-4(3H)-quinazolinone synthesized in Example 34 (100 mg, 0.25 mmol) and phenylboronic acid (40 mg, 0.32 mmol) were dissolved in dimethoxyethane (1 mL), and the atmosphere in the system was replaced by nitrogen. 2M sodium carbonate aqueous solution (0.3 mL) and palladium tetrakis (triphenylphosphine) complex (10 mg, 0.012 mmol) were added, and stirred at 80° C. for 3 hours. Ethyl acetate and distilled water were added to the reaction mixture t...